This data is from the Open Reaction Database (ORD), a public repository of structured organic reaction records. The task is: describe an organic reaction: reactants, conditions, products, and yield Starting materials: II, CC(OCC(OC(C)=O)COC(C)=O)=O (triacetin), solution, [OH-].[Na+] (NaOH), solution, C([O-])(O)=O.[Na+] (sodium bicarbonate), COC=1C=CC=C2CCC(CC12)C(=O)OC (methyl 8-methoxy-1,2,3,4-tetrahydro-2-naphthoate), Cl (HCl), P(=O)([O-])([O-])[O-] (phosphate). The solvent is C(C)(C)(C)O (tert-butanol). Reaction conditions: time 6.5 hour. The product is COC=1C=CC=C2CC[C@H](CC12)C(=O)O (8-Methoxy-1,2,3,4-tetrahydro-(2R)-2-naphthoic acid). Isolated yield 43.2%. Reaction SMILES: [CH3:1][O:2][C:3]1[CH:4]=[CH:5][CH:6]=[C:7]2[C:12]=1[CH2:11][CH:10]([C:13]([O:15]C)=[O:14])[CH2:9][CH2:8]2.P([O-])([O-])([O-])=O.Cl.CC(=O)OCC(COC(=O)C)OC(=O)C.[OH-].[Na+].C(=O)(O)[O-].[Na+]>C(O)(C)(C)C>[CH3:1][O:2][C:3]1[CH:4]=[CH:5][CH:6]=[C:7]2[C:12]=1[CH2:11][C@H:10]([C:13]([OH:15])=[O:14])[CH2:9][CH2:8]2 |f:4.5,6.7|. Procedure details: 0.743 g (0.0034 mol) of methyl 8-methoxy-1,2,3,4-tetrahydro-2-naphthoate is dissolved in 26 ml of tert-butanol, and 75 ml of phosphate buffer at pH 7 are added to the solution prepared in this way. The pH of the solution, which rises to 7.3-7.5, is lowered to 7.1 by the addition of 1N HCl. 0.836 g of Sigma PPL enzyme (known as porcine pancreatic lipase type II, crude, Sigma L-3126--46 U/mg using triacetin) is added to the mixture. The pH tends to drop as the reaction progresses, but is kept cons... The product is COC1=C(CN(C2=C(C=CC=C2)OC2=CC=CC=C2)C(=O)OC)C=CC=C1 (N-(2-methoxybenzyl)-N-methoxycarbonyl-2-phenoxyaniline). As a reaction SMILES: [CH3:1][O-:2].[Na+].Cl[C:5]([N:7]([CH2:21][C:22]1[CH:27]=[CH:26][CH:25]=[CH:24][C:23]=1[O:28][CH3:29])[C:8]1[CH:13]=[CH:12][CH:11]=[CH:10][C:9]=1[O:14][C:15]1[CH:20]=[CH:19][CH:18]=[CH:17][CH:16]=1)=[O:6]>O1CCCC1>[CH3:29][O:28][C:23]1[CH:24]=[CH:25][CH:26]=[CH:27][C:22]=1[CH2:21][N:7]([C:5]([O:2][CH3:1])=[O:6])[C:8]1[CH:13]=[CH:12][CH:11]=[CH:10][C:9]=1[O:14][C:15]1[CH:20]=[CH:19][CH:18]=[CH:17][CH:16]=1 |f:0.1|. Procedure details: To a solution of 226 mg of sodium methoxide in 5 ml of tetrahydrofuran was added dropwise a solution of 1.22 g of N-chlorocarbonyl-N-(2-methoxybenzyl)-2-phenoxyaniline in 5 ml of tetrahydrofuran under ice-cooling with stirring, followed by stirring at room temperature for 20 minutes. The reaction mixture was concentrated under reduced pressure, poured into water and extracted with ethyl acetate, and the extract was washed with 5% hydrochloric acid, a saturated aqueous sodium bicarbonate solution... Starting materials: C[O-].[Na+] (sodium methoxide), ClC(=O)N(C1=C(C=CC=C1)OC1=CC=CC=C1)CC1=C(C=CC=C1)OC (N-chlorocarbonyl-N-(2-methoxybenzyl)-2-phenoxyaniline). The solvent is O1CCCC1 (tetrahydrofuran), O1CCCC1 (tetrahydrofuran). Yield: 97.9%. Reactants: CC1(OC[C@@H](O1)CN1N=CC(=C1C)I)C (1-((S)-2,2-dimethyl-[1,3]dioxolan-4-ylmethyl)-4-iodo-5-methyl-1H-pyrazole), C1CCOC1 (THF), C(C)(C)[Mg]Cl (isopropylmagnesium chloride), C1CCOC1 (THF), COB1OC(C(O1)(C)C)(C)C (2-methoxy-4,4,5,5-tetramethyl-1,3,2-dioxaborolane), [NH4+].[Cl-] (NH4Cl). Run at time 1 hour. Product: CC1(OC[C@@H](O1)CN1N=CC(=C1C)B1OC(C(O1)(C)C)(C)C)C (1-{[(4S)-2,2-Dimethyl-1,3-dioxolan-4-yl]methyl}-5-methyl-4-(4,4,5,5-tetramethyl-1,3,2-dioxaborolan-2-yl)-1H-pyrazole). As a reaction SMILES: [CH3:1][C:2]1([CH3:15])[O:6][C@@H:5]([CH2:7][N:8]2[C:12]([CH3:13])=[C:11](I)[CH:10]=[N:9]2)[CH2:4][O:3]1.C1COCC1.C([Mg]Cl)(C)C.CO[B:28]1[O:32][C:31]([CH3:34])([CH3:33])[C:30]([CH3:36])([CH3:35])[O:29]1.[NH4+].[Cl-]>>[CH3:1][C:2]1([CH3:15])[O:6][C@@H:5]([CH2:7][N:8]2[C:12]([CH3:13])=[C:11]([B:28]3[O:32][C:31]([CH3:34])([CH3:33])[C:30]([CH3:36])([CH3:35])[O:29]3)[CH:10]=[N:9]2)[CH2:4][O:3]1 |f:4.5|. Reported procedure: To a solution of 1-((S)-2,2-dimethyl-[1,3]dioxolan-4-ylmethyl)-4-iodo-5-methyl-1H-pyrazole (55.0 mg, 0.171 mmol) in THF (1 mL, 20 mmol) at rt was added 1.3 M of isopropylmagnesium chloride in THF (0.53 mL, 0.68 mmol), and the mixture was stirred for 1 h. The reaction was quenched with 2-methoxy-4,4,5,5-tetramethyl-1,3,2-dioxaborolane (0.14 mL, 0.85 mmol) and allowed to stir at rt for 1 h. Sat. NH4Cl was added, and the organic solvent was removed in vacuo. The material was extracted with DCM and ... The reactants are COC=1C=C(C=CC1)O (3-methoxyphenol), BrC1=CC(=CC=C1)C1=CC=CC=C1 (1-bromo-3-phenylbenzene). The product is C1(=CC=CC=C1)C=1C=C(OC=2C=C(C=CC2)OC)C=CC1 (3-(3-phenylphenoxy)anisole). Reaction SMILES: [CH3:1][O:2][C:3]1[CH:4]=[C:5]([OH:9])[CH:6]=[CH:7][CH:8]=1.Br[C:11]1[CH:16]=[CH:15][CH:14]=[C:13]([C:17]2[CH:22]=[CH:21][CH:20]=[CH:19][CH:18]=2)[CH:12]=1>>[C:17]1([C:13]2[CH:12]=[C:11]([CH:16]=[CH:15][CH:14]=2)[O:9][C:5]2[CH:4]=[C:3]([O:2][CH3:1])[CH:8]=[CH:7][CH:6]=2)[CH:18]=[CH:19][CH:20]=[CH:21][CH:22]=1. Procedure: Under the Ullmann conditions used in Example 8, steps A and B, above, 13.3 g of 3-methoxyphenol (107 mmole) was condensed with 1-bromo-3-phenylbenzene, giving, after purifying over silica gel, (0-30% EtOAc in hexane gradient) 17.8 g (60%) of 3-(3-phenylphenoxy)anisole as a crystalline solid, melting at 41-42° C. Starting materials: CC(=O)[O-], CC(=O)[O-], CC(C)(C)[O-], Cc1ccccc1, NC1CC1, FC(F)(F)c1cc(Br)cc(C(F)(F)F)c1, [Na+], O, [Pd+2], c1ccc(P(c2ccccc2)c2ccc3ccccc3c2-c2c(P(c3ccccc3)c3ccccc3)ccc3ccccc23)cc1. Product: FC(F)(F)c1cc(NC2CC2)cc(C(F)(F)F)c1. As a reaction SMILES: [C:80]([O-:81])(=[O:82])[CH3:83].[C:85]([O-:86])(=[O:87])[CH3:88].[CH3:66][C:67]([CH3:68])([O-:69])[CH3:70].[CH3:72][c:73]1[cH:74][cH:75][cH:76][cH:77][cH:78]1.[CH:16]1([NH2:19])[CH2:17][CH2:18]1.[F:1][C:2]([c:3]1[cH:4][c:5]([Br:13])[cH:6][c:7]([C:9]([F:10])([F:11])[F:12])[cH:8]1)([F:14])[F:15].[Na+:71].[OH2:79].[Pd+2:84].[c:20]1([P:21]([c:22]2[cH:23][cH:24][cH:25][cH:26][cH:27]2)[c:28]2[cH:29][cH:30][c:31]3[c:32]([cH:33][cH:34][cH:35][cH:36]3)[c:37]2-[c:38]2[c:39]3[c:40]([cH:41][cH:42][cH:43][cH:44]3)[cH:45][cH:46][c:47]2[P:48]([c:49]2[cH:50][cH:51][cH:52][cH:53][cH:54]2)[c:55]2[cH:56][cH:57][cH:58][cH:59][cH:60]2)[cH:61][cH:62][cH:63][cH:64][cH:65]1>>[F:1][C:2]([c:3]1[cH:4][c:5]([NH:19][CH:16]2[CH2:17][CH2:18]2)[cH:6][c:7]([C:9]([F:10])([F:11])[F:12])[cH:8]1)([F:14])[F:15]. Reactants: C(#N)C1=CC=C(C=C1)CCC(CC1=CC=C(C(=O)OC)C=C1)\C=C\C1=C(C=CC=C1)O (methyl 4-[(3E)-2-[2-(4-cyanophenyl)ethyl]-4-(2-hydroxyphenyl)but-3-en-1-yl]benzoate), FC(C1=C(CBr)C=CC=C1)(F)F (2-trifluoromethylbenzyl bromide), C([O-])([O-])=O.[K+].[K+] (potassium carbonate). The solvent is C(C)#N (acetonitrile). Yields the product C(#N)C1=CC=C(C=C1)CCC(CC1=CC=C(C(=O)OC)C=C1)\C=C\C1=C(C=CC=C1)OCC1=C(C=CC=C1)C(F)(F)F (Methyl 4-[(3E)-2-[2-(4-cyanophenyl)ethyl]-4-(2-{[2-(trifluoromethyl)benzyl]oxy}phenyl)but-3-en-1-yl]benzoate). As a reaction SMILES: [C:1]([C:3]1[CH:8]=[CH:7][C:6]([CH2:9][CH2:10][CH:11](/[CH:23]=[CH:24]/[C:25]2[CH:30]=[CH:29][CH:28]=[CH:27][C:26]=2[OH:31])[CH2:12][C:13]2[CH:22]=[CH:21][C:16]([C:17]([O:19][CH3:20])=[O:18])=[CH:15][CH:14]=2)=[CH:5][CH:4]=1)#[N:2].[F:32][C:33]([F:43])([F:42])[C:34]1[CH:41]=[CH:40][CH:39]=[CH:38][C:35]=1[CH2:36]Br.C(=O)([O-])[O-].[K+].[K+]>C(#N)C>[C:1]([C:3]1[CH:8]=[CH:7][C:6]([CH2:9][CH2:10][CH:11](/[CH:23]=[CH:24]/[C:25]2[CH:30]=[CH:29][CH:28]=[CH:27][C:26]=2[O:31][CH2:36][C:35]2[CH:38]=[CH:39][CH:40]=[CH:41][C:34]=2[C:33]([F:32])([F:42])[F:43])[CH2:12][C:13]2[CH:14]=[CH:15][C:16]([C:17]([O:19][CH3:20])=[O:18])=[CH:21][CH:22]=2)=[CH:5][CH:4]=1)#[N:2] |f:2.3.4|. Procedure details: A solution of 438 mg (1.02 mmol) of methyl 4-[(3E)-2-[2-(4-cyanophenyl)ethyl]-4-(2-hydroxyphenyl)but-3-en-1-yl]benzoate in 20 ml of dry acetonitrile is mixed with 382 mg (1.6 mmol) of 2-trifluoromethylbenzyl bromide and 441.3 mg (3.19 mmol) of anhydrous potassium carbonate and heated under reflux for 12 hours. The mixture is then concentrated to dryness. The residue is taken up in ethyl acetate, washed with water and saturated sodium chloride solution and dried over sodium sulfate. The organic p...